This data is from the Open Reaction Database (ORD), a public repository of structured organic reaction records. The task is: describe an organic reaction: reactants, conditions, products, and yield The reactants are N1=C(NC2=C1C=CC=C2)CNCCN (N-(2-benzimidazolylmethyl)ethylenediamine), N#CN.[Pb] (lead cyanamide), 3(b), C(C)N=C=S (ethyl isothiocyanate), NC(=S)N (thiourea). The product is N1=C(NC2=C1C=CC=C2)CNCCNC(=NCC)NC#N (N-[2-(2-benzimidazolylmethylamino)-ethyl]-N'-cyano-N"-ethylguanidine). RXN SMILES: [N:1]1[C:5]2[CH:6]=[CH:7][CH:8]=[CH:9][C:4]=2[NH:3][C:2]=1[CH2:10][NH:11][CH2:12][CH2:13][NH2:14].[CH2:15]([N:17]=[C:18]=S)[CH3:16].[NH2:20][C:21]([NH2:23])=S.N#CN.[Pb]>>[N:1]1[C:5]2[CH:6]=[CH:7][CH:8]=[CH:9][C:4]=2[NH:3][C:2]=1[CH2:10][NH:11][CH2:12][CH2:13][NH:14][C:18]([NH:23][C:21]#[N:20])=[N:17][CH2:15][CH3:16] |f:3.4,^3:26|. Procedure: Reacting N-(2-benzimidazolylmethyl)ethylenediamine with ethyl isothiocyanate by the procedure of Example 3(b), then chromatographing and reacting the resulting thiourea with lead cyanamide by the procedure of Exmample 3(b) gives N-[2-(2-benzimidazolylmethylamino)-ethyl]-N'-cyano-N"-ethylguanidine.